Dataset: the Open Reaction Database (ORD), a public repository of structured organic reaction records. Task: describe an organic reaction: reactants, conditions, products, and yield Starting materials: BrC1C(C2=C(OC1(C)C)C=CS2)O (6-bromo-7-hydroxy-5,6-dihydro-5,5-dimethyl-7H-thieno[3,2-b]pyran), CN(C=O)C (N,N-dimethylformamide), FC(C1=CC=C(C(=O)N)C=C1)(F)F (4-trifluoromethylbenzamide), [K+].[Br-] (KBr). The product is OC1C(C2=C(OC1(C)C)C=CS2)NC(C2=CC=C(C=C2)C(F)(F)F)=O (5,6-Dihydro-6-hydroxy-5,5-dimethyl-7-(4-trifluoromethylbenzamido)-7H-thieno[3,2-b]pyran). RXN SMILES: Br[CH:2]1[C:7]([CH3:9])([CH3:8])[O:6][C:5]2[CH:10]=[CH:11][S:12][C:4]=2[CH:3]1O.[F:14][C:15]([F:26])([F:25])[C:16]1[CH:24]=[CH:23][C:19]([C:20]([NH2:22])=[O:21])=[CH:18][CH:17]=1.[K+].[Br-].CN(C)C=[O:32]>>[OH:32][CH:2]1[C:7]([CH3:9])([CH3:8])[O:6][C:5]2[CH:10]=[CH:11][S:12][C:4]=2[CH:3]1[NH:22][C:20](=[O:21])[C:19]1[CH:23]=[CH:24][C:16]([C:15]([F:25])([F:26])[F:14])=[CH:17][CH:18]=1 |f:2.3|. Procedure: The title compound was prepared as described in Example 3 starting with 6-bromo-7-hydroxy-5,6-dihydro-5,5-dimethyl-7H-thieno[3,2-b]pyran (4.5 g, 17.1 mmol) and 4-trifluoromethylbenzamide (7.43 g, 39.3 mmol) in N,N-dimethylformamide (75 mL) to give the product, 1.96 g (31%), as a colorless solid: mp 162°-163° C.; IR (KBr): 3396, 1664, 1534 and 1507 cm-1 ; MS: m/z 372 (MH+); 1H NMR (DMSO-d6): δ 1.21 (s, 3H), 1.40 {s, 3H), 3.80 (m, 1H, simplifies to d, J=8.7 Hz, with D2O), 5.01 (m, 1H, simplifies t...